From a dataset of the Open Reaction Database (ORD), a public repository of structured organic reaction records. describe an organic reaction: reactants, conditions, products, and yield As a reaction SMILES: [C:20]([CH3:21])([CH3:22])([CH3:23])[O:24][C:25](=[O:26])[N:27]([CH2:28][CH2:29][Cl:33])[CH2:31][CH2:32][Cl:30].[CH2:1]1[CH:2]=[CH:3][c:4]2[cH:5][cH:6][cH:7][cH:8][c:9]21.[CH3:10][Si:11]([N-:12][Si:13]([CH3:14])([CH3:15])[CH3:16])([CH3:17])[CH3:18].[Li+:19].[O:34]1[CH2:35][CH2:36][CH2:37][CH2:38]1>>[C:1]12([CH:2]=[CH:3][c:4]3[cH:5][cH:6][cH:7][cH:8][c:9]31)[CH2:29][CH2:28][N:27]([C:25]([O:24][C:20]([CH3:21])([CH3:22])[CH3:23])=[O:26])[CH2:31][CH2:32]2. Product: CC(C)(C)OC(=O)N1CCC2(C=Cc3ccccc32)CC1. Reactants: CC(C)(C)OC(=O)N(CCCl)CCCl, C1=Cc2ccccc2C1, C[Si](C)(C)[N-][Si](C)(C)C, [Li+], C1CCOC1. Starting materials: C(C)OC(=O)CCCN1C(NC(C2=CC=CC=C12)=O)=O (1-(3-ethoxycarbonylpropyl)-2,4(1H,3H)-quinazolinedione), [OH-].[Na+] (sodium hydroxide). Run in CO.O1CCCC1 (methanol tetrahydrofuran). Conditions: time 3 hour. The product is C(=O)(O)CCCN1C(NC(C2=CC=CC=C12)=O)=O (1-(3-carboxypropyl)-2,4(1H,3H)-quinazolinedione). The yield is 79.2%. Reaction SMILES: C([O:3][C:4]([CH2:6][CH2:7][CH2:8][N:9]1[C:18]2[C:13](=[CH:14][CH:15]=[CH:16][CH:17]=2)[C:12](=[O:19])[NH:11][C:10]1=[O:20])=[O:5])C.[OH-].[Na+]>CO.O1CCCC1>[C:4]([CH2:6][CH2:7][CH2:8][N:9]1[C:18]2[C:13](=[CH:14][CH:15]=[CH:16][CH:17]=2)[C:12](=[O:19])[NH:11][C:10]1=[O:20])([OH:5])=[O:3] |f:1.2,3.4|. Procedure details: A mixture of 1-(3-ethoxycarbonylpropyl)-2,4(1H,3H)-quinazolinedione (552 mg) and 1N sodium hydroxide (6.0 ml) in methanol-tetrahydrofuran (26 ml, 3.3:1 V/V) was stirred for 3 hours at room temperature. After evaporation of the organic solvents, the mixture was adjusted to pH 4~5 with 1N hydrochloric acid to give precipitates. Collected precipitates were washed in turn with water and ethanol to give 1-(3-carboxypropyl)-2,4(1H,3H)-quinazolinedione (393 mg) as a powder.